Dataset: the Open Reaction Database (ORD), a public repository of structured organic reaction records. Task: describe an organic reaction: reactants, conditions, products, and yield Starting materials: C1CCOC1, CN1CCC(c2c[nH]c3ccc(O)cc23)CC1, O=S(=O)(Cl)c1ccc(I)cc1, [Na+], [OH-]. Product: CN1CCC(c2c[nH]c3ccc(OS(=O)(=O)c4ccc(I)cc4)cc23)CC1. Reaction SMILES: [CH2:31]1[O:32][CH2:33][CH2:34][CH2:35]1.[CH3:12][N:13]1[CH2:14][CH2:15][CH:16]([c:19]2[cH:20][nH:21][c:22]3[cH:23][cH:24][c:25]([OH:28])[cH:26][c:27]23)[CH2:17][CH2:18]1.[I:1][c:2]1[cH:3][cH:4][c:5]([S:8](=[O:9])(=[O:10])[Cl:11])[cH:6][cH:7]1.[Na+:30].[OH-:29]>>[I:1][c:2]1[cH:3][cH:4][c:5]([S:8](=[O:9])(=[O:10])[O:28][c:25]2[cH:24][cH:23][c:22]3[nH:21][cH:20][c:19]([CH:16]4[CH2:15][CH2:14][N:13]([CH3:12])[CH2:18][CH2:17]4)[c:27]3[cH:26]2)[cH:6][cH:7]1. The reactants are C(C)C=1C=NC=CC1C (3-ethyl-4-methylpyridine), ClC1=C(CCBr)C=CC=C1 (2-chlorophenethyl bromide). The product is ClC1=C(C=CC=C1)CCCC1=C(C=NC=C1)CC (1-(2-chlorophenyl)-3-(3-ethyl-4-pyridyl)-propane). Yield: 42.8%. Reaction SMILES: [CH2:1]([C:3]1[CH:4]=[N:5][CH:6]=[CH:7][C:8]=1[CH3:9])[CH3:2].[Cl:10][C:11]1[CH:19]=[CH:18][CH:17]=[CH:16][C:12]=1[CH2:13][CH2:14]Br>>[Cl:10][C:11]1[CH:19]=[CH:18][CH:17]=[CH:16][C:12]=1[CH2:13][CH2:14][CH2:9][C:8]1[CH:7]=[CH:6][N:5]=[CH:4][C:3]=1[CH2:1][CH3:2]. Reported procedure: 1.13 g (9.35 mmol) of 3-ethyl-4-methylpyridine and 2.05 g (9.35 mmol) of 2-chlorophenethyl bromide were reacted in the same manner as in Example 1. The reaction product was purified to obtain 1.04 g of the desired compound (yield: 42.8%). The reactants are COC(=O)C=1N=C(C2=CC(=CC=C2C1O)OC1=C(C=CC=C1)CC)I (7-(2-Ethyl-phenoxy)-4-hydroxy-1-iodo-isoquinoline-3-carboxylic acid methyl ester), [Cu](C#N)C#N (copper cyanide), ClCCl (dichloromethane). Solvent: CN(C=O)C (dimethylformamide). Reaction conditions: time 5 minute. Product: COC(=O)C=1N=C(C2=CC(=CC=C2C1O)OC1=C(C=CC=C1)CC)C#N (1-Cyano-7-(2-ethyl-phenoxy)-4-hydroxy-isoquinoline-3-carboxylic acid methyl ester). Isolated yield 77.5%. As a reaction SMILES: [CH3:1][O:2][C:3]([C:5]1[N:6]=[C:7](I)[C:8]2[C:13]([C:14]=1[OH:15])=[CH:12][CH:11]=[C:10]([O:16][C:17]1[CH:22]=[CH:21][CH:20]=[CH:19][C:18]=1[CH2:23][CH3:24])[CH:9]=2)=[O:4].[Cu](C#N)[C:27]#[N:28].ClCCl>CN(C)C=O>[CH3:1][O:2][C:3]([C:5]1[N:6]=[C:7]([C:27]#[N:28])[C:8]2[C:13]([C:14]=1[OH:15])=[CH:12][CH:11]=[C:10]([O:16][C:17]1[CH:22]=[CH:21][CH:20]=[CH:19][C:18]=1[CH2:23][CH3:24])[CH:9]=2)=[O:4]. Procedure: A mixture of 7-(2-Ethyl-phenoxy)-4-hydroxy-1-iodo-isoquinoline-3-carboxylic acid methyl ester (1.5 g, 3.34 mmole) and copper cyanide (598 ml, 6.68 mmole) in anhydrous dimethylformamide (13 ml) was refluxed for 5 minutes before it was cooled to room temperature and dichloromethane was added and stirred for 5 minutes. The suspension was filtered. The filtrate was washed with 0.1 N HCl, twice with water, brine, dried over anhydrous sodium sulfate and concentrated in vacuo. The residue was recrystal... Starting materials: O=C1C=CC2C(S(=O)(=O)c3ccccc3)CC1(c1ccccc1)N2Cc1ccccc1, CO, CCOC(C)=O, O. Product: O=C1CCC2C(S(=O)(=O)c3ccccc3)CC1(c1ccccc1)N2Cc1ccccc1. RXN SMILES: [CH2:1]([c:2]1[cH:3][cH:4][cH:5][cH:6][cH:7]1)[N:8]1[C:9]2([c:26]3[cH:27][cH:28][cH:29][cH:30][cH:31]3)[C:10](=[O:25])[CH:11]=[CH:12][CH:13]1[CH:14]([S:16](=[O:17])(=[O:18])[c:19]1[cH:20][cH:21][cH:22][cH:23][cH:24]1)[CH2:15]2.[CH3:33][OH:34].[CH3:35][CH2:36][O:37][C:38](=[O:39])[CH3:40].[OH2:32]>>[CH2:1]([c:2]1[cH:3][cH:4][cH:5][cH:6][cH:7]1)[N:8]1[C:9]2([c:26]3[cH:27][cH:28][cH:29][cH:30][cH:31]3)[C:10](=[O:25])[CH2:11][CH2:12][CH:13]1[CH:14]([S:16](=[O:17])(=[O:18])[c:19]1[cH:20][cH:21][cH:22][cH:23][cH:24]1)[CH2:15]2. The reactants are OC(c1ccccc1Br)C(F)(F)F, S=C(Cl)Cl, ClCCCl, c1c[nH]cn1. Product: FC(F)(F)C(OC(=S)n1ccnc1)c1ccccc1Br. Reaction SMILES: [Br:10][c:11]1[c:12]([CH:17]([C:18]([F:19])([F:20])[F:21])[OH:22])[cH:13][cH:14][cH:15][cH:16]1.[Cl:1][C:2]([Cl:3])=[S:4].[Cl:23][CH2:24][CH2:25][Cl:26].[nH:5]1[cH:6][n:7][cH:8][cH:9]1>>[C:2](=[S:4])([n:5]1[cH:6][n:7][cH:8][cH:9]1)[O:22][CH:17]([c:12]1[c:11]([Br:10])[cH:16][cH:15][cH:14][cH:13]1)[C:18]([F:19])([F:20])[F:21]. Reactants: CCCBr, O=C1NCCc2cc(Br)ccc21, [H-], [Na+], CN(C)C=O. Yields the product CCCN1CCc2cc(Br)ccc2C1=O. Reaction SMILES: [Br:15][CH2:16][CH2:17][CH3:18].[Br:3][c:4]1[cH:5][c:6]2[c:11]([cH:12][cH:13]1)[C:10](=[O:14])[NH:9][CH2:8][CH2:7]2.[H-:1].[Na+:2].[O:19]=[CH:20][N:21]([CH3:22])[CH3:23]>>[Br:3][c:4]1[cH:5][c:6]2[c:11]([cH:12][cH:13]1)[C:10](=[O:14])[N:9]([CH2:16][CH2:17][CH3:18])[CH2:8][CH2:7]2. Starting materials: [OH-].[K+] (potassium hydroxide), C(C)(=O)O[C@@H]1CC2=CC[C@H]3[C@@H]4CC[C@@H]([C@@]4(C(F)F)CC[C@@H]3[C@]2(CC1)C)OC(C)=O (18,18-difluoro-androst-5-ene-3β,17β-diol diacetate). The solvent is C(C)(=O)OCC (ethyl acetate), CO (methanol). The product is FC([C@@]12C(CC[C@H]1[C@@H]1CCC3=CC(CC[C@]3(C)[C@H]1CC2)=O)=O)F (18,18-difluoro-androst-4-ene-3,17-dione). Reaction SMILES: [OH-].[K+].C([O:6][C@H:7]1[CH2:26][CH2:25][C@@:24]2([CH3:27])[C:9](=[CH:10][CH2:11][C@@H:12]3[C@@H:23]2[CH2:22][CH2:21][C@@:17]2([CH:18]([F:20])[F:19])[C@H:13]3[CH2:14][CH2:15][C@@H:16]2[O:28]C(=O)C)[CH2:8]1)(=O)C>CO.C(OCC)(=O)C>[F:19][CH:18]([F:20])[C@:17]12[CH2:21][CH2:22][C@H:23]3[C@@H:12]([CH2:11][CH2:10][C:9]4[C@:24]3([CH3:27])[CH2:25][CH2:26][C:7](=[O:6])[CH:8]=4)[C@@H:13]1[CH2:14][CH2:15][C:16]2=[O:28] |f:0.1|. Procedure: After adding 22 ml of a 10% strength potassium hydroxide solution, a solution of 2.3 g of 18,18-difluoro-androst-5-ene-3β,17β-diol diacetate (crude product) in 130 ml of methanol is stirred for 1 hour at room temperature, whilst passing nitrogen through the solution. The reaction mixture is then concentrated to about 60 ml in an aspirator vacuum and taken up in ethyl acetate and the mixture is washed with 1 N hydrochloric acid and with water until neutral, dried and evaporated in an aspirator va...